Dataset: the Open Reaction Database (ORD), a public repository of structured organic reaction records. Task: describe an organic reaction: reactants, conditions, products, and yield The reactants are CCOC(=O)Cc1ccc(-c2nc(COc3ccc(COc4nn(-c5ccccc5)cc4C=Cc4csc(C)n4)cc3OC)c(C)o2)cc1, CCO, Cl, [Na+], C1CCOC1, [OH-], O. Yields the product COc1cc(COc2nn(-c3ccccc3)cc2C=Cc2csc(C)n2)ccc1OCc1nc(-c2ccc(CC(=O)O)cc2)oc1C. RXN SMILES: [CH3:1][O:2][c:3]1[c:4]([O:5][CH2:6][c:7]2[n:8][c:9](-[c:13]3[cH:14][cH:15][c:16]([CH2:19][C:20](=[O:21])[O:22][CH2:23][CH3:24])[cH:17][cH:18]3)[o:10][c:11]2[CH3:12])[cH:25][cH:26][c:27]([CH2:29][O:30][c:31]2[n:32][n:33](-[c:44]3[cH:45][cH:46][cH:47][cH:48][cH:49]3)[cH:34][c:35]2[CH:36]=[CH:37][c:38]2[n:39][c:40]([CH3:43])[s:41][cH:42]2)[cH:28]1.[CH3:59][CH2:60][OH:61].[ClH:57].[Na+:56].[O:50]1[CH2:51][CH2:52][CH2:53][CH2:54]1.[OH-:55].[OH2:58]>>[CH3:1][O:2][c:3]1[c:4]([O:5][CH2:6][c:7]2[n:8][c:9](-[c:13]3[cH:14][cH:15][c:16]([CH2:19][C:20](=[O:21])[OH:22])[cH:17][cH:18]3)[o:10][c:11]2[CH3:12])[cH:25][cH:26][c:27]([CH2:29][O:30][c:31]2[n:32][n:33](-[c:44]3[cH:45][cH:46][cH:47][cH:48][cH:49]3)[cH:34][c:35]2[CH:36]=[CH:37][c:38]2[n:39][c:40]([CH3:43])[s:41][cH:42]2)[cH:28]1. Reactants: CCN(C(C)C)C(C)C, O=C(Cl)C(=O)Cl, ClCCl, CC1=NNC(=O)N(N)C1, CN(C)C=O, O=C(O)c1cnc(-c2ccccn2)nc1. Yields the product CC1=NNC(=O)N(NC(=O)c2cnc(-c3ccccn3)nc2)C1. As a reaction SMILES: [CH:31]([N:32]([CH2:33][CH3:34])[CH:35]([CH3:36])[CH3:37])([CH3:38])[CH3:39].[Cl:16][C:17]([C:18]([Cl:19])=[O:20])=[O:21].[Cl:40][CH2:41][Cl:42].[NH2:22][N:23]1[C:24](=[O:30])[NH:25][N:26]=[C:27]([CH3:29])[CH2:28]1.[O:43]=[CH:44][N:45]([CH3:46])[CH3:47].[n:1]1[c:2](-[c:7]2[n:8][cH:9][c:10]([C:13](=[O:14])[OH:15])[cH:11][n:12]2)[cH:3][cH:4][cH:5][cH:6]1>>[n:1]1[c:2](-[c:7]2[n:8][cH:9][c:10]([C:13](=[O:15])[NH:22][N:23]3[C:24](=[O:30])[NH:25][N:26]=[C:27]([CH3:29])[CH2:28]3)[cH:11][n:12]2)[cH:3][cH:4][cH:5][cH:6]1. Starting materials: ClC1=NC=C(C(=C1)C)[N+](=O)[O-] (2-chloro-4-methyl-5-nitropyridine), N1CCCC1 (pyrrolidine), O (water). Yields the product CC1=CC(=NC=C1[N+](=O)[O-])N1CCCC1 (4-Methyl-5-nitro-2-pyrrolidin-1-ylpyridine). Isolated yield 100.0%. Reaction SMILES: Cl[C:2]1[CH:7]=[C:6]([CH3:8])[C:5]([N+:9]([O-:11])=[O:10])=[CH:4][N:3]=1.O.[NH:13]1[CH2:17][CH2:16][CH2:15][CH2:14]1>>[CH3:8][C:6]1[C:5]([N+:9]([O-:11])=[O:10])=[CH:4][N:3]=[C:2]([N:13]2[CH2:17][CH2:16][CH2:15][CH2:14]2)[CH:7]=1. Procedure details: A solution of 2-chloro-4-methyl-5-nitropyridine (3.0 g, 17.3 mmol) in pyrrolidine (50 mL) was stirred at 80° C. for 12 hr. The mixture was concentrated in vacuo to give a residue which was poured into water and extracted with ethyl acetate. Organic layer was washed with brine, dried over anhydrous sodium sulfate and concentrated in vacuo to give the title compound (3.6 g, 17.3 mmol, 100%) as a yellow solid. The reactants are C(N)(OC(CNC(CN1N=C(N(C1=O)\C=C\C(F)(F)F)C1=CC=C(C=C1)Cl)=O)C1=C(C=CC=C1)Cl)=O (1-(2-Chlorophenyl)-2-[({3-(4-chlorophenyl)-5-oxo-4-[(1E)-3,3,3-trifluoroprop-1-en-1-yl]-4,5-dihydro-1H-1,2,4-triazol-1-yl}acetyl)amino]ethyl carbamate). The reagents and catalysts are [Pt] (Pt/C). Run in CO (methanol). Product: C(N)(OC(CNC(CN1N=C(N(C1=O)CCC(F)(F)F)C1=CC=C(C=C1)Cl)=O)C1=C(C=CC=C1)Cl)=O (1-(2-Chlorophenyl)-2-({[3-(4-chlorophenyl)-5-oxo-4-(3,3,3-trifluoropropyl)-4,5-dihydro-1H-1,2,4-triazol-1-yl]acetyl}amino)ethyl carbamate). As a reaction SMILES: [C:1](=[O:36])([O:3][CH:4]([C:29]1[CH:34]=[CH:33][CH:32]=[CH:31][C:30]=1[Cl:35])[CH2:5][NH:6][C:7](=[O:28])[CH2:8][N:9]1[C:13](=[O:14])[N:12](/[CH:15]=[CH:16]/[C:17]([F:20])([F:19])[F:18])[C:11]([C:21]2[CH:26]=[CH:25][C:24]([Cl:27])=[CH:23][CH:22]=2)=[N:10]1)[NH2:2]>CO.[Pt]>[C:1](=[O:36])([O:3][CH:4]([C:29]1[CH:34]=[CH:33][CH:32]=[CH:31][C:30]=1[Cl:35])[CH2:5][NH:6][C:7](=[O:28])[CH2:8][N:9]1[C:13](=[O:14])[N:12]([CH2:15][CH2:16][C:17]([F:20])([F:18])[F:19])[C:11]([C:21]2[CH:26]=[CH:25][C:24]([Cl:27])=[CH:23][CH:22]=2)=[N:10]1)[NH2:2]. Reported procedure: A solution of 50 mg (92 μmol) of the compound of Example 58 in 20 ml of methanol was hydrogenated in a continuous-flow hydrogenation apparatus fitted with a 5% Pt/C cartridge (H-Cube, from Thales Nano, Budapest, Model HC-2-SS) at a flow rate of 1 ml/min, a temperature of 60° C. and at standard pressure. After the reaction had ended, the solution was freed from the methanol on a rotary evaporator and the residue was purified by preparative HPLC [Method 23]. This gave 22 mg (44% of theory) of the ...